This data is from the Open Reaction Database (ORD), a public repository of structured organic reaction records. The task is: describe an organic reaction: reactants, conditions, products, and yield The reactants are CCO, CCOC(=O)c1c(S)nc2cc(Cl)c(F)cc2c1O, O=C1CCCCC1Cl, [Na]. Yields the product CCOC(=O)c1c(SC2CCCCC2=O)nc2cc(Cl)c(F)cc2c1O. As a reaction SMILES: [CH3:29][CH2:30][OH:31].[Cl:1][c:2]1[c:3]([F:19])[cH:4][c:5]2[c:6]([OH:18])[c:7]([C:13](=[O:14])[O:15][CH2:16][CH3:17])[c:8]([SH:12])[n:9][c:10]2[cH:11]1.[Cl:21][CH:22]1[C:23](=[O:28])[CH2:24][CH2:25][CH2:26][CH2:27]1.[Na:20]>>[Cl:1][c:2]1[c:3]([F:19])[cH:4][c:5]2[c:6]([OH:18])[c:7]([C:13](=[O:14])[O:15][CH2:16][CH3:17])[c:8]([S:12][CH:22]3[C:23](=[O:28])[CH2:24][CH2:25][CH2:26][CH2:27]3)[n:9][c:10]2[cH:11]1. The reactants are C(C)(C)NC(C)C (diisopropylamine), [Li]CCCC (n-BuLi), FC=1C=CC=C2C(C(N(C12)C)=O)(C)C (7-fluoro-1,3,3-trimethylindolin-2-one), C[Si](C)(C)Cl (trimethylsilyl chloride). Run in O1CCCC1 (tetrahydrofuran), O1CCCC1 (tetrahydrofuran). Run at temperature -40 celsius, time 30 minute. Product: FC=1C(=CC=C2C(C(N(C12)C)=O)(C)C)[Si](C)(C)C (7-Fluoro-1,3,3-trimethyl-6-(trimethylsilyl)indolin-2-one), oil. Reaction SMILES: C(NC(C)C)(C)C.[Li]CCCC.[F:13][C:14]1[CH:15]=[CH:16][CH:17]=[C:18]2[C:22]=1[N:21]([CH3:23])[C:20](=[O:24])[C:19]2([CH3:26])[CH3:25].[CH3:27][Si:28](Cl)([CH3:30])[CH3:29]>O1CCCC1>[F:13][C:14]1[C:15]([Si:28]([CH3:30])([CH3:29])[CH3:27])=[CH:16][CH:17]=[C:18]2[C:22]=1[N:21]([CH3:23])[C:20](=[O:24])[C:19]2([CH3:26])[CH3:25]. Procedure details: A solution of diisopropylamine (5.4 g, 7.6 ml, 52.8 mmol) in dry tetrahydrofuran (23 ml) under an argon atmosphere was cooled to −40° C. and a solution of n-BuLi (1.6 M in hexane, 31.6 ml, 50.5 mmol) was added dropwise. The mixture was stirred at −40° C. for 30 minutes and then added to a solution of 7-fluoro-1,3,3-trimethylindolin-2-one (8.875 g, 45.9 mmol) and trimethylsilyl chloride (5.49 g, 6.46 ml, 50.5 mmol) in dry tetrahydrofuran (69 ml) at −75° C. The reaction mixture was warmed to room ... RXN SMILES: [OH-].[K+].[NH:3]1[CH2:7][CH2:6][CH2:5][C:4]1=[O:8].[Br:9][CH2:10][CH2:11][CH2:12][CH2:13]Br>O1CCCC1.[Br-].C([N+](CC)(CC)CC)C>[Br:9][CH2:10][CH2:11][CH2:12][CH2:13][N:3]1[CH2:7][CH2:6][CH2:5][C:4]1=[O:8] |f:0.1,5.6|. Procedure details: To a suspension of 37 g of powdered KOH in 500 ml of tetrahydrofuran (THF) were added 25.2 g of tetraethylammonium bromide. Then, a solution of 51.6 g of 2-pyrrolidinone and 129.6 g of 1,4-dibromobutane in 100 ml of THF was added dropwise to the mixture. The mixture was heated and refluxed for 2 hours. The precipitate was filtered, and the THF evaporated. The residue was dissolved in dichloromethane, washed with water, and dried over anhydrous magnesium sulfate. The solvent was evaporated, and t... Isolated yield 38.8%. Product: BrCCCCN1C(CCC1)=O (1-(4-bromobutyl)-2-pyrrolidinone). Run in O1CCCC1 (tetrahydrofuran), O1CCCC1 (THF). Reagents/catalysts: [Br-].C(C)[N+](CC)(CC)CC (tetraethylammonium bromide). The reactants are [OH-].[K+] (KOH), N1C(CCC1)=O (2-pyrrolidinone), BrCCCCBr (1,4-dibromobutane). Starting materials: Cl[SiH3] (chlorosilane), Cl (HCl), Cl[Si](OCC)(OCC)OCC (chlorotriethoxysilane), ethanol cyclomethicone, OCC(O)CO (Glycerol), C1(CCCCC1)NC1CCCCC1 (dicyclohexylamine). The product is C(C)O[Si](OCC(O)CO)(OCC)OCC (1-triethoxysilylglycerol). The yield is 90.0%. As a reaction SMILES: Cl[Si:2]([O:9][CH2:10][CH3:11])([O:6][CH2:7][CH3:8])[O:3][CH2:4][CH3:5].C1(NC2CCCCC2)CCCCC1.Cl[SiH3].Cl.[OH:28][CH2:29][CH:30]([CH2:32][OH:33])[OH:31]>>[CH2:4]([O:3][Si:2]([O:9][CH2:10][CH3:11])([O:6][CH2:7][CH3:8])[O:28][CH2:29][CH:30]([CH2:32][OH:33])[OH:31])[CH3:5]. Procedure details: Glycerol (GL) was reacted with chlorotriethoxysilane (CTS) in a 1:1 ratio at 0° C. in a 50/50 mixture of ethanol/cyclomethicone, using a 1:1 ratio of dicyclohexylamine to chlorosilane as the HCl scavenger. The resulting product, 1-triethoxysilylglycerol, was obtained in 90% yield and was dissolved to a 10% by weight solution in a 50/50 by volume mixture of ethanol/cyclomethicone. Starting materials: NC1=CC=C(C=C1)C1=NN2C(CC3=C1C=C1C(=C3)OCO1)=NC=C2C (5-(4-aminophenyl)-8-methyl-11H-1,3-dioxolo[4,5-h]imidazo[1,2-c][2,3]benzodiazepine), ice water, N(=O)[O-].[Na+] (sodium nitrite), [Sn](Cl)Cl (tin(II) chloride), CCCC[N+](CCCC)(CCCC)CCCC.F.F.[F-] (tetrabutylammonium dihydrogen trifluoride). Reaction conditions: temperature 7.5 celsius, time 40 minute. The product is FC1=CC=C(C=C1)C1=NN2C(CC3=C1C=C1C(=C3)OCO1)=NC=C2C (5-(4-fluorophenyl)-8-methyl-11H-1,3-dioxolo[4,5-h]imidazo[1,2-c][2,3]benzodiazepine). The yield is 52.5%. Reaction SMILES: N[C:2]1[CH:7]=[CH:6][C:5]([C:8]2[C:14]3[CH:15]=[C:16]4[O:21][CH2:20][O:19][C:17]4=[CH:18][C:13]=3[CH2:12][C:11]3=[N:22][CH:23]=[C:24]([CH3:25])[N:10]3[N:9]=2)=[CH:4][CH:3]=1.N([O-])=O.[Na+].[Sn](Cl)Cl.CCCC[N+](CCCC)(CCCC)CCCC.[FH:50].F.[F-]>>[F:50][C:2]1[CH:7]=[CH:6][C:5]([C:8]2[C:14]3[CH:15]=[C:16]4[O:21][CH2:20][O:19][C:17]4=[CH:18][C:13]=3[CH2:12][C:11]3=[N:22][CH:23]=[C:24]([CH3:25])[N:10]3[N:9]=2)=[CH:4][CH:3]=1 |f:1.2,4.5.6.7|. Procedure: First 200 mg of 5-(4-aminophenyl)-8-methyl-11H-1,3-dioxolo[4,5-h]imidazo[1,2-c][2,3]benzodiazepine is added to a solution of 6 ml of hydrogen fluoride-pyridine complex (1:1) under argon, and then 51 mg of sodium nitrite is added at 0-5° C. After stirring at 5-10° C. for 40 minutes, 117 mg of tin(II) chloride and 190 mg of tetrabutylammonium dihydrogen trifluoride are added to the preparation. It is then heated for 3 hours to a bath temperature of 100° C. After cooling, it is added to ice water a... Reactants: C(C1=CC=CC=C1)OC1=C(C=CC(=C1)\C=C\[C@H]1NCC2=CC=CC=C2C1)N1CC(N(S1(=O)=O)CC[Si](C)(C)C)=O (5-{2-benzyloxy-4-[(E)-(S)-2-(1,2,3,4-tetrahydroisoquinolin-3-yl)-vinyl]-phenyl}-1,1-dioxo-2-(2-trimethylsilanylethyl)-1,2,5-thiadiazolidin-3-one), C1(=CC=CC=C1)S(=O)(=O)Cl (benzenesulfonyl chloride). Product: C1(=CC=CC=C1)S(=O)(=O)N1CC2=CC=CC=C2C[C@H]1CCC1=CC(=C(C=C1)N1CC(NS1(=O)=O)=O)O (5-{4-[2-((R)-2-Benzenesulfonyl-1,2,3,4-tetrahydroisoquinolin-3-yl)-ethyl]-2-hydroxyphenyl}-1,1-dioxo-1,2,5-thiadiazolidin-3-one). Reaction SMILES: C([O:8][C:9]1[CH:14]=[C:13](/[CH:15]=[CH:16]/[C@@H:17]2[CH2:26][C:25]3[C:20](=[CH:21][CH:22]=[CH:23][CH:24]=3)[CH2:19][NH:18]2)[CH:12]=[CH:11][C:10]=1[N:27]1[S:31](=[O:33])(=[O:32])[N:30](CC[Si](C)(C)C)[C:29](=[O:40])[CH2:28]1)C1C=CC=CC=1.[C:41]1([S:47](Cl)(=[O:49])=[O:48])[CH:46]=[CH:45][CH:44]=[CH:43][CH:42]=1>>[C:41]1([S:47]([N:18]2[C@H:17]([CH2:16][CH2:15][C:13]3[CH:12]=[CH:11][C:10]([N:27]4[S:31](=[O:33])(=[O:32])[NH:30][C:29](=[O:40])[CH2:28]4)=[C:9]([OH:8])[CH:14]=3)[CH2:26][C:25]3[C:20](=[CH:21][CH:22]=[CH:23][CH:24]=3)[CH2:19]2)(=[O:49])=[O:48])[CH:46]=[CH:45][CH:44]=[CH:43][CH:42]=1. Procedure: The title compound is prepared from 5-{2-benzyloxy-4-[(E)-(S)-2-(1,2,3,4-tetrahydroisoquinolin-3-yl)-vinyl]-phenyl}-1,1-dioxo-2-(2-trimethylsilanylethyl)-1,2,5-thiadiazolidin-3-one and benzenesulfonyl chloride analogous to Example 200, steps F, G and H: LC retention time=1.26 min (Method A); (M+NH4)+=545. The reactants are CC1(C)Cc2cc(Br)cc(CO)c2O1, ClCCl, O=S(Cl)Cl. Product: CC1(C)Cc2cc(Br)cc(CCl)c2O1. Reaction SMILES: [Br:1][c:2]1[cH:3][c:4]([CH2:13][OH:14])[c:5]2[c:6]([cH:12]1)[CH2:7][C:8]([CH3:10])([CH3:11])[O:9]2.[Cl:19][CH2:20][Cl:21].[S:15]([Cl:16])([Cl:17])=[O:18]>>[Br:1][c:2]1[cH:3][c:4]([CH2:13][Cl:17])[c:5]2[c:6]([cH:12]1)[CH2:7][C:8]([CH3:10])([CH3:11])[O:9]2.